Dataset: the Open Reaction Database (ORD), a public repository of structured organic reaction records. Task: describe an organic reaction: reactants, conditions, products, and yield Reactants: ClC1=CC=C(C=C1)S(=O)(=O)C=1C(=C(SC1)CO)C ([4-(4-chloro-benzenesulfonyl)-3-methyl-thiophen-2-yl]-methanol), C[N+]1(CCOCC1)[O-] (4-methylmorpholine N-oxide). As a reaction SMILES: [Cl:1][C:2]1[CH:7]=[CH:6][C:5]([S:8]([C:11]2[C:12]([CH3:18])=[C:13]([CH2:16][OH:17])[S:14][CH:15]=2)(=[O:10])=[O:9])=[CH:4][CH:3]=1.C[N+]1([O-])CCOCC1>C(Cl)Cl.[Ru]([O-])(=O)(=O)=O.C([N+](CCC)(CCC)CCC)CC>[Cl:1][C:2]1[CH:3]=[CH:4][C:5]([S:8]([C:11]2[C:12]([CH3:18])=[C:13]([CH:16]=[O:17])[S:14][CH:15]=2)(=[O:10])=[O:9])=[CH:6][CH:7]=1 |f:3.4|. Run at time 1 hour. Run in C(Cl)Cl (CH2Cl2). Product: ClC1=CC=C(C=C1)S(=O)(=O)C=1C(=C(SC1)C=O)C (4-(4-Chloro-benzenesulfonyl)-3-methyl-thiophene-2-carbaldehyde). Yield: 82.3%. Procedure: To a suspension of [4-(4-chloro-benzenesulfonyl)-3-methyl-thiophen-2-yl]-methanol (786 mg, 2.60 mmol), 4-methylmorpholine N-oxide (0.46 g, 3.9 mmol), and powdered 4 Å molecular sieves (1.3 g, activated by brief heating in vacuo) in CH2Cl2 (7 mL) was added tetrapropylammonium perruthenate (46 mg, 0.13 mmol). The resulting mixture was stirred for 1 hour, after which it was filtered through a plug of silica (ca. 25 g) eluting with EtOAc. The eluate was evaporated in vacuo and the product was purifi... The reagents and catalysts are [Ru](=O)(=O)(=O)[O-].C(CC)[N+](CCC)(CCC)CCC (tetrapropylammonium perruthenate). Starting materials: ClC1=CC(=C(C=C1)NS(=O)(=O)C(F)(F)F)C(CC)=O (N-(4-chloro-2-propionylphenyl)trifluoromethanesulfonamide), Cl.ClC1=CC=C(C=C1)ON (O-(4-chlorophenyl)hydroxylamine hydrochloride), CC(=O)[O-].[Na+] (NaOAc). Solvent: CCO (EtOH). Yields the product ClC1=CC(=C(C=C1)NS(=O)(=O)C(F)(F)F)C(CC)=NOC1=CC=C(C=C1)Cl (N-{4-chloro-2-[1-(4-chlorophenoxyimino)propyl]phenyl}trifluoromethanesulfonamide). The yield is 72.1%. RXN SMILES: [Cl:1][C:2]1[CH:7]=[CH:6][C:5]([NH:8][S:9]([C:12]([F:15])([F:14])[F:13])(=[O:11])=[O:10])=[C:4]([C:16](=O)[CH2:17][CH3:18])[CH:3]=1.Cl.[Cl:21][C:22]1[CH:27]=[CH:26][C:25]([O:28][NH2:29])=[CH:24][CH:23]=1.CC([O-])=O.[Na+]>CCO>[Cl:1][C:2]1[CH:7]=[CH:6][C:5]([NH:8][S:9]([C:12]([F:15])([F:14])[F:13])(=[O:11])=[O:10])=[C:4]([C:16](=[N:29][O:28][C:25]2[CH:26]=[CH:27][C:22]([Cl:21])=[CH:23][CH:24]=2)[CH2:17][CH3:18])[CH:3]=1 |f:1.2,3.4|. Procedure: A solution of N-(4-chloro-2-propionylphenyl)trifluoromethanesulfonamide 22 (450 mg, 1.43 mmol), O-(4-chlorophenyl)hydroxylamine hydrochloride (257 mg, 1.43 mmol) and anhydrous NaOAc (125 mg, 1.52 mmol) in EtOH (23 mL) was stirred for 15 h at RT. The reaction mixture was concentrated under vacuum and the residue filtered through a pad of silica (eluting with CH2Cl2/PE, 3:2). The residue was purified by radial thin layer chromatography (eluting with CH2Cl2/PE, 1:5) to afford N-{4-chloro-2-[1-(4-ch... Starting materials: BrCCOCCOCCOCCOC=1C(=CC(=C(C#N)C1)[N+](=O)[O-])OCCOC (5-(2-(2-(2-(2-bromoethoxy)ethoxy)ethoxy)ethoxy)-4-(2-methoxyethoxy)-2-nitrobenzonitrile), OC1=CC(=C(C#N)C=C1OCCOC)[N+](=O)[O-] (4-hydroxy-5-(2-methoxyethoxy)-2-nitrobenzonitrile), C(=O)([O-])[O-].[K+].[K+] (K2CO3), CC(OCC)=O (EA). The solvent is CN(C)C=O (DMF), O (water). Conditions: temperature 80 celsius. The product is C(#N)C=1C(=CC(=C(OCCOCCOCCOCCOC2=CC(=C(C#N)C=C2OCCOC)[N+](=O)[O-])C1)OCCOC)[N+](=O)[O-] (4-(2-(2-(2-(2-(5-cyano-2-(2-methoxyethoxy)-4-nitrophenoxy)ethoxy)ethoxy)ethoxy)ethoxy)-5-(2-methoxyethoxy)-2-nitrobenzonitrile). The yield is 75.2%. As a reaction SMILES: Br[CH2:2][CH2:3][O:4][CH2:5][CH2:6][O:7][CH2:8][CH2:9][O:10][CH2:11][CH2:12][O:13][C:14]1[C:15]([O:25][CH2:26][CH2:27][O:28][CH3:29])=[CH:16][C:17]([N+:22]([O-:24])=[O:23])=[C:18]([CH:21]=1)[C:19]#[N:20].[OH:30][C:31]1[C:38]([O:39][CH2:40][CH2:41][O:42][CH3:43])=[CH:37][C:34]([C:35]#[N:36])=[C:33]([N+:44]([O-:46])=[O:45])[CH:32]=1.C([O-])([O-])=O.[K+].[K+].CC(=O)OCC>CN(C=O)C.O>[C:19]([C:18]1[C:17]([N+:22]([O-:24])=[O:23])=[CH:16][C:15]([O:25][CH2:26][CH2:27][O:28][CH3:29])=[C:14]([CH:21]=1)[O:13][CH2:12][CH2:11][O:10][CH2:9][CH2:8][O:7][CH2:6][CH2:5][O:4][CH2:3][CH2:2][O:30][C:31]1[C:38]([O:39][CH2:40][CH2:41][O:42][CH3:43])=[CH:37][C:34]([C:35]#[N:36])=[C:33]([N+:44]([O-:46])=[O:45])[CH:32]=1)#[N:20] |f:2.3.4|. Reported procedure: To a solution of 5-(2-(2-(2-(2-bromoethoxy)ethoxy)ethoxy)ethoxy)-4-(2-methoxyethoxy)-2-nitrobenzonitrile (0.2 g) in DMF (8 mL) was added 4-hydroxy-5-(2-methoxyethoxy)-2-nitrobenzonitrile (0.1 g) and K2CO3 (0.5 g). The resulting mixture was heated at 80° C. overnight under N2 atmospheres. After reaction finished, the mixture was diluted with water (50 mL) and exacted with EA (3×50 mL). The combined organic layer was dried over Na2SO4, concentrated under reduced pressure, and purification by silic... The reactants are NC1=C(C(=O)C2=CC=CC=C2)C=CC(=C1)C (2-amino-4-methylbenzophenone), [BH4-].[Na+] (sodium borohydride), C(C1=CC=CC=C1)=O (benzaldehyde), S(O)(O)(=O)=O (sulfuric acid). The solvent is C(C)(C)O (isopropanol). Run at time 6 hour. Yields the product C(C1=CC=CC=C1)NC1=C(C(=O)C2=CC=CC=C2)C=CC(=C1)C (2-benzylamino-4-methylbenzophenone). RXN SMILES: [NH2:1][C:2]1[CH:15]=[C:14]([CH3:16])[CH:13]=[CH:12][C:3]=1[C:4]([C:6]1[CH:11]=[CH:10][CH:9]=[CH:8][CH:7]=1)=[O:5].[CH:17](=O)[C:18]1[CH:23]=[CH:22][CH:21]=[CH:20][CH:19]=1.S(=O)(=O)(O)O.[BH4-].[Na+]>C(O)(C)C>[CH2:17]([NH:1][C:2]1[CH:15]=[C:14]([CH3:16])[CH:13]=[CH:12][C:3]=1[C:4]([C:6]1[CH:11]=[CH:10][CH:9]=[CH:8][CH:7]=1)=[O:5])[C:18]1[CH:23]=[CH:22][CH:21]=[CH:20][CH:19]=1 |f:3.4|. Procedure: To a mixture of 21.1 g. of 2-amino-4-methylbenzophenone, 58.4 g. of benzaldehyde and 35 ml. of isopropanol is added dropwise 5.5 ml. of 46% sulfuric acid while maintaining at temperature of 20°-25° C. There is then slowly added 2.7 g. of sodium borohydride while maintaining 20°-25° C. Thereafter three additional separate and alternate additions of 5.5 mls. of 46% sulfuric acid and 2.7 g. of sodium borohydride are effected while maintaining 20°-25° C. and controlling the foaming caused by the bor... Starting materials: FC[C@H](CCC(=O)N)NC(=O)OCC1=CC=CC=C1 ((S)-5-fluoro-4-((benzyloxycarbonyl)amino)pentanamide), Cl (hydrochloric acid), [H][H] (hydrogen). Reagents/catalysts: [Pd] (palladium-on-carbon). Run in CO (methanol). The product is Cl.FC[C@H](CCC(=O)N)N ((S)- 5-fluoro-4-aminopentanamide,hydrochloride salt). RXN SMILES: [F:1][CH2:2][C@@H:3]([NH:9]C(OCC1C=CC=CC=1)=O)[CH2:4][CH2:5][C:6]([NH2:8])=[O:7].[ClH:20].[H][H]>CO.[Pd]>[ClH:20].[F:1][CH2:2][C@@H:3]([NH2:9])[CH2:4][CH2:5][C:6]([NH2:8])=[O:7] |f:5.6|. Procedure: 0.46 g of 21 was hydrogenated in a Parr bottle, in methanol containing a small amount of concentrated hydrochloric acid and 10% palladium-on-carbon catalyst, at 32 p.s.i.g. hydrogen pressure for 6 hours at room temperature. The resulting mixture was filtered and the filtrate was stripped of solvent. The residue was triturated with ethyl acetate and the mixture was filtered to give 22, as a brownish solid, m.p.; 165°-175° C.